From a dataset of the Open Reaction Database (ORD), a public repository of structured organic reaction records. describe an organic reaction: reactants, conditions, products, and yield The reactants are COc1c(N2CCNCC2)cc(Br)cc1C(C)(C)C, N#CCBr, O=C([O-])[O-], CN(C)C=O, CCOC(C)=O, [K+], [K+]. The product is COc1c(N2CCN(CC#N)CC2)cc(Br)cc1C(C)(C)C. RXN SMILES: [Br:1][c:2]1[cH:3][c:4]([C:16]([CH3:17])([CH3:18])[CH3:19])[c:5]([O:14][CH3:15])[c:6]([N:8]2[CH2:9][CH2:10][NH:11][CH2:12][CH2:13]2)[cH:7]1.[Br:31][CH2:32][C:33]#[N:34].[C:20](=[O:21])([O-:22])[O-:23].[CH3:26][N:27]([CH3:28])[CH:29]=[O:30].[CH3:35][CH2:36][O:37][C:38](=[O:39])[CH3:40].[K+:24].[K+:25]>>[Br:1][c:2]1[cH:3][c:4]([C:16]([CH3:17])([CH3:18])[CH3:19])[c:5]([O:14][CH3:15])[c:6]([N:8]2[CH2:9][CH2:10][N:11]([CH2:32][C:33]#[N:34])[CH2:12][CH2:13]2)[cH:7]1. Reactants: CCN(N)C(=O)c1nc(Cl)cc(C)c1NC(=O)c1cc(Br)nn1-c1ncccc1Cl, COC(=O)Cl, c1ccncc1. The product is CCN(NC(=O)OC)C(=O)c1nc(Cl)cc(C)c1NC(=O)c1cc(Br)nn1-c1ncccc1Cl. As a reaction SMILES: [Cl:1][c:2]1[cH:3][c:4]([CH3:30])[c:5]([NH:14][C:15](=[O:16])[c:17]2[n:18](-[c:23]3[n:24][cH:25][cH:26][cH:27][c:28]3[Cl:29])[n:19][c:20]([Br:22])[cH:21]2)[c:6]([C:8](=[O:9])[N:10]([NH2:11])[CH2:12][CH3:13])[n:7]1.[Cl:31][C:32](=[O:33])[O:34][CH3:35].[cH:36]1[cH:37][cH:38][n:39][cH:40][cH:41]1>>[Cl:1][c:2]1[cH:3][c:4]([CH3:30])[c:5]([NH:14][C:15](=[O:16])[c:17]2[n:18](-[c:23]3[n:24][cH:25][cH:26][cH:27][c:28]3[Cl:29])[n:19][c:20]([Br:22])[cH:21]2)[c:6]([C:8](=[O:9])[N:10]([NH:11][C:32](=[O:33])[O:34][CH3:35])[CH2:12][CH3:13])[n:7]1. The reactants are C(C)OC(C1=C(N=C(C=C1Cl)C)Cl)=O (2,4-dichloro-6-methylnicotinic acid ethyl ester), CC[O-].[Na+] (NaOEt). The solvent is CCOC(=O)C (EtOAc), CCO (EtOH). Conditions: temperature 60 celsius. The product is C(C)OC(C1=C(N=C(C=C1OCC)C)Cl)=O (2-chloro-4-ethoxy-6-methylnicotinic acid ethyl ester). Reaction SMILES: [CH2:1]([O:3][C:4](=[O:14])[C:5]1[C:10](Cl)=[CH:9][C:8]([CH3:12])=[N:7][C:6]=1[Cl:13])[CH3:2].[CH3:15][CH2:16][O-:17].[Na+]>CCO.CCOC(C)=O>[CH2:1]([O:3][C:4](=[O:14])[C:5]1[C:10]([O:17][CH2:16][CH3:15])=[CH:9][C:8]([CH3:12])=[N:7][C:6]=1[Cl:13])[CH3:2] |f:1.2|. Procedure: To a solution of 2,4-dichloro-6-methylnicotinic acid ethyl ester (2.49 mmol) in 6 mL EtOH was added NaOEt (2.61 mmol). The reaction mixture was heated to 60° C. overnight in a closed vessel. At RT, the mixture was diluted with EtOAc and washed with aq. NH4Cl solution. The organic layer was dried over MgSO4 and concentrated in vacuo. Purification by (KP-SIL™ from Biotage) using Hept/EtOAc (1/1) gives the desired product as beige solid; Reactants: CC(C(=O)O)(C)SC1=CN=C(S1)NC(=O)N(CCC1=CC=CC=C1)[C@@H]1CC[C@H](CC1)C (2-Methyl-2-{2-[3-(trans-4-methyl-cyclohexyl)-3-phenethyl-ureido]-thiazol-5-ylsulfanyl}-propionic acid), ClC1=CC=C(C=C1)CCI (1-chloro-4-(2-iodo-ethyl)-benzene), C(C)OC(C(C)(C)SC1=CN=C(S1)N)=O (2-(2-amino-thiazol-5-ylsulfanyl)-2-methyl-propionic acid ethyl ester). Product: ClC1=CC=C(C=C1)CCN(C(NC=1SC(=CN1)SC(C(=O)O)(C)C)=O)[C@@H]1CC[C@H](CC1)C (2-{2-[3-[2-(4-Chloro-phenyl)-ethyl]-3-(trans-4-methyl-cyclohexyl)-ureido]-thiazol-5-ylsulfanyl}-2-methyl-propionic acid). As a reaction SMILES: [CH3:1][C:2]([S:7][C:8]1[S:12][C:11]([NH:13][C:14]([N:16]([C@H:25]2[CH2:30][CH2:29][C@H:28]([CH3:31])[CH2:27][CH2:26]2)[CH2:17][CH2:18][C:19]2[CH:24]=[CH:23][CH:22]=[CH:21][CH:20]=2)=[O:15])=[N:10][CH:9]=1)([CH3:6])[C:3]([OH:5])=[O:4].[Cl:32]C1C=CC(CCI)=CC=1.C(OC(=O)C(SC1SC(N)=NC=1)(C)C)C>>[Cl:32][C:22]1[CH:23]=[CH:24][C:19]([CH2:18][CH2:17][N:16]([C@H:25]2[CH2:26][CH2:27][C@H:28]([CH3:31])[CH2:29][CH2:30]2)[C:14](=[O:15])[NH:13][C:11]2[S:12][C:8]([S:7][C:2]([CH3:1])([CH3:6])[C:3]([OH:5])=[O:4])=[CH:9][N:10]=2)=[CH:20][CH:21]=1. Reported procedure: The compound was prepared following an analogous procedure to the one described for the synthesis of 2-Methyl-2-{2-[3-(trans-4-methyl-cyclohexyl)-3-phenethyl-ureido]-thiazol-5-ylsulfanyl}-propionic acid using 1-chloro-4-(2-iodo-ethyl)-benzene (J. Med. Chem. 1998, 41, 3, 358-378) and 2-(2-amino-thiazol-5-ylsulfanyl)-2-methyl-propionic acid ethyl ester. The reactants are O (water), CS(=O)(=O)O[C@@H]1C[C@H](N(C1)C(=O)OCC1=CC=C(C=C1)[N+](=O)[O-])COCCNC(=O)OCC1=CC=C(C=C1)[N+](=O)[O-] ((2S,4R)-4-methanesulfonyloxy-1-(4-nitrobenzyloxycarbonyl)-2-[2-(4-nitrobenzyloxycarbonylamino)ethyloxymethyl]pyrrolidine), C(C)(=O)S (thioacetic S-acid), [H-].[Na+] (sodium hydride). Run in CN(C=O)C (dimethylformamide), CN(C=O)C (dimethylformamide). Product: C(C)(=O)S[C@H]1C[C@H](N(C1)C(=O)OCC1=CC=C(C=C1)[N+](=O)[O-])COCCNC(=O)OCC1=CC=C(C=C1)[N+](=O)[O-] ((2S,4S)-4-acetylthio-1-(4-nitrobenzyloxycarbonyl)-2-[2-(4-nitrobenzyloxycarbonylamino)ethyloxymethyl]pyrrolidine). Reaction SMILES: CS(O[C@H:6]1[CH2:10][N:9]([C:11]([O:13][CH2:14][C:15]2[CH:20]=[CH:19][C:18]([N+:21]([O-:23])=[O:22])=[CH:17][CH:16]=2)=[O:12])[C@H:8]([CH2:24][O:25][CH2:26][CH2:27][NH:28][C:29]([O:31][CH2:32][C:33]2[CH:38]=[CH:37][C:36]([N+:39]([O-:41])=[O:40])=[CH:35][CH:34]=2)=[O:30])[CH2:7]1)(=O)=O.[C:42]([SH:45])(=[O:44])[CH3:43].[H-].[Na+].O>CN(C)C=O>[C:42]([S:45][C@@H:6]1[CH2:10][N:9]([C:11]([O:13][CH2:14][C:15]2[CH:20]=[CH:19][C:18]([N+:21]([O-:23])=[O:22])=[CH:17][CH:16]=2)=[O:12])[C@H:8]([CH2:24][O:25][CH2:26][CH2:27][NH:28][C:29]([O:31][CH2:32][C:33]2[CH:34]=[CH:35][C:36]([N+:39]([O-:41])=[O:40])=[CH:37][CH:38]=2)=[O:30])[CH2:7]1)(=[O:44])[CH3:43] |f:2.3|. Procedure: A solution of (2S,4R)-4-methanesulfonyloxy-1-(4-nitrobenzyloxycarbonyl)-2-[2-(4-nitrobenzyloxycarbonylamino)ethyloxymethyl]pyrrolidine (0.90 g) in dimethylformamide (2 ml) was added to a reaction mixture of thioacetic S-acid (0.16 ml) and sodium hydride (62.8% in oil suspension) (0.07 g) in dimethylformamide (9 ml) in a nitrogen stream and the mixture was heated at 70°-75° C. for 6 hours. The mixture was poured into water (100 ml), extracted with ethyl acetate (50 ml×2), dried over magnesium sul... The reactants are C(#N)C=1C=C(C=CC1)COC1=CC=NN1C1=NC=CC(=C1)C(=O)OC (methyl 2-[5-[(3-cyanophenyl)methoxy]pyrazol-1-yl]pyridine-4-carboxylate), O[Li].O (LiOH.H2O). Solvent: O (water), C1CCOC1 (THF), O (water). Run at time 30 minute. The product is C(#N)C=1C=C(C=CC1)COC1=CC=NN1C1=NC=CC(=C1)C(=O)O (2-[5-[(3-cyanophenyl)methoxy]pyrazol-1-yl]pyridine-4-carboxylic acid). Reaction SMILES: [C:1]([C:3]1[CH:4]=[C:5]([CH2:9][O:10][C:11]2[N:15]([C:16]3[CH:21]=[C:20]([C:22]([O:24]C)=[O:23])[CH:19]=[CH:18][N:17]=3)[N:14]=[CH:13][CH:12]=2)[CH:6]=[CH:7][CH:8]=1)#[N:2].O[Li].O>O.C1COCC1>[C:1]([C:3]1[CH:4]=[C:5]([CH2:9][O:10][C:11]2[N:15]([C:16]3[CH:21]=[C:20]([C:22]([OH:24])=[O:23])[CH:19]=[CH:18][N:17]=3)[N:14]=[CH:13][CH:12]=2)[CH:6]=[CH:7][CH:8]=1)#[N:2] |f:1.2|. Procedure: A solution of methyl 2-[5-[(3-cyanophenyl)methoxy]pyrazol-1-yl]pyridine-4-carboxylate (1.0 eq) and LiOH.H2O (3.0 eq) in a mixture of water (2 mL) and THF (2 mL) was stirred at room temperature for 30 min. Diluted with another 2 mL water, and the mixture was washed with ethyl acetate twice (6 mL×2). The water phase was acidified with 1N HCl (pH=3), filtered and dried the solid to give the title compound. 1H NMR (400 MHz, DMSO-d6): δ 5.36 (2H, s), 6.03 (1H, s), 7.61-7.64 (2H, m), 7.77-7.78 (1H, m)...